Dataset: the Open Reaction Database (ORD), a public repository of structured organic reaction records. Task: describe an organic reaction: reactants, conditions, products, and yield Starting materials: [H-].[Na+] (Sodium hydride), CC1=C(C(C(=O)OCC)=CC(=C1)O)C(=O)OCC (diethyl 3-methyl-5-hydroxyphthalate), CI (Methyl iodide), CN(C)P(=O)(N(C)C)N(C)C (HMPA). The reagents and catalysts are [I-].C(CCC)[N+](CCCC)(CCCC)CCCC (tetra-n-butylammonium iodide). The solvent is O1CCCC1 (tetrahydrofuran). Reaction conditions: temperature 60 celsius, time 30 minute. Yields the product CC1=C(C(C(=O)OCC)=CC(=C1)OC)C(=O)OCC (diethyl 3-methyl-5-methoxy-phthalate). RXN SMILES: [H-].[Na+].[CH3:3][C:4]1[CH:14]=[C:13]([OH:15])[CH:12]=[C:6]([C:7]([O:9][CH2:10][CH3:11])=[O:8])[C:5]=1[C:16]([O:18][CH2:19][CH3:20])=[O:17].CI.[CH3:23]N(P(N(C)C)(N(C)C)=O)C>O1CCCC1.[I-].C([N+](CCCC)(CCCC)CCCC)CCC>[CH3:3][C:4]1[CH:14]=[C:13]([O:15][CH3:23])[CH:12]=[C:6]([C:7]([O:9][CH2:10][CH3:11])=[O:8])[C:5]=1[C:16]([O:18][CH2:19][CH3:20])=[O:17] |f:0.1,6.7|. Procedure details: Sodium hydride (380 mg. 50% oil) was added portionwise to a solution of diethyl 3-methyl-5-hydroxyphthalate (2 gm) in dry tetrahydrofuran (50 ml). The solution was stirred for 30 minutes. Methyl iodide (2 ml), tetra-n-butylammonium iodide (45 mg) and HMPA (5 ml) was added. The solution was stirred at room temperature for 21/2 hours at refluxed at 60° C. for 1 hour. The solvent was removed under reduced pressure. The oil was partitioned between ethyl acetate and 5% hydrochloric acid solution. The... Starting materials: CCOC(=O)CC#N, CC(=O)O, CCC(=O)CC, CC(=O)[O-], Cc1ccccc1, [NH4+]. Yields the product CCOC(=O)C(C#N)=C(CC)CC. RXN SMILES: [C:7](#[N:8])[CH2:9][C:10](=[O:11])[O:12][CH2:13][CH3:14].[CH3:15][C:16](=[O:17])[OH:18].[CH3:1][CH2:2][C:3]([CH2:4][CH3:5])=[O:6].[CH3:20][C:21](=[O:22])[O-:23].[CH3:24][c:25]1[cH:26][cH:27][cH:28][cH:29][cH:30]1.[NH4+:19]>>[CH3:1][CH2:2][C:3]([CH2:4][CH3:5])=[C:9]([C:7]#[N:8])[C:10](=[O:11])[O:12][CH2:13][CH3:14]. Starting materials: O=C(O)C(F)(F)F, O=C(O)C1CCCN1C(=O)C(CS)Cc1ccccc1, OC(c1ccccc1)c1ccccc1. Yields the product O=C(O)C1CCCN1C(=O)C(CSC(c1ccccc1)c1ccccc1)Cc1ccccc1. Reaction SMILES: [OH:35][C:36]([C:37]([F:38])([F:39])[F:40])=[O:41].[SH:15][CH2:16][CH:17]([C:18](=[O:19])[N:20]1[CH:21]([C:22](=[O:23])[OH:24])[CH2:25][CH2:26][CH2:27]1)[CH2:28][c:29]1[cH:30][cH:31][cH:32][cH:33][cH:34]1.[c:1]1([CH:7]([OH:8])[c:9]2[cH:10][cH:11][cH:12][cH:13][cH:14]2)[cH:2][cH:3][cH:4][cH:5][cH:6]1>>[c:1]1([CH:7]([c:9]2[cH:10][cH:11][cH:12][cH:13][cH:14]2)[S:15][CH2:16][CH:17]([C:18](=[O:19])[N:20]2[CH:21]([C:22](=[O:23])[OH:24])[CH2:25][CH2:26][CH2:27]2)[CH2:28][c:29]2[cH:30][cH:31][cH:32][cH:33][cH:34]2)[cH:2][cH:3][cH:4][cH:5][cH:6]1. Starting materials: C1COCCN1, CCCCCC, [Li]CCCC, C1CCOC1, CCOC(=O)c1nc(-c2ccccc2)nc2ccccc12. Yields the product O=C(c1nc(-c2ccccc2)nc2ccccc12)N1CCOCC1. RXN SMILES: [CH2:22]1[CH2:23][O:24][CH2:25][CH2:26][NH:27]1.[CH3:33][CH2:34][CH2:35][CH2:36][CH2:37][CH3:38].[Li:28][CH2:29][CH2:30][CH2:31][CH3:32].[O:39]1[CH2:40][CH2:41][CH2:42][CH2:43]1.[c:1]1(-[c:7]2[n:8][c:9]3[cH:10][cH:11][cH:12][cH:13][c:14]3[c:15]([C:17]([O:19][CH2:18][CH3:20])=[O:21])[n:16]2)[cH:2][cH:3][cH:4][cH:5][cH:6]1>>[c:1]1(-[c:7]2[n:8][c:9]3[cH:10][cH:11][cH:12][cH:13][c:14]3[c:15]([C:17](=[O:19])[N:27]3[CH2:22][CH2:23][O:24][CH2:25][CH2:26]3)[n:16]2)[cH:2][cH:3][cH:4][cH:5][cH:6]1. The reactants are Cc1ccc(C(=O)O)cc1, CN(C)C=O, C(=NC1CCCCC1)=NC1CCCCC1, COC(=O)c1ccc(OCCN)cc1. Product: COC(=O)c1ccc(OCCNC(=O)c2ccc(C)cc2)cc1. As a reaction SMILES: [CH3:15][c:16]1[cH:17][cH:18][c:19]([C:20](=[O:21])[OH:22])[cH:23][cH:24]1.[CH3:40][N:41]([CH3:42])[CH:43]=[O:44].[CH:25]1([N:26]=[C:27]=[N:28][CH:29]2[CH2:30][CH2:31][CH2:32][CH2:33][CH2:34]2)[CH2:35][CH2:36][CH2:37][CH2:38][CH2:39]1.[NH2:1][CH2:2][CH2:3][O:4][c:5]1[cH:6][cH:7][c:8]([C:9](=[O:10])[O:11][CH3:12])[cH:13][cH:14]1>>[NH:1]([CH2:2][CH2:3][O:4][c:5]1[cH:6][cH:7][c:8]([C:9](=[O:10])[O:11][CH3:12])[cH:13][cH:14]1)[C:20]([c:19]1[cH:18][cH:17][c:16]([CH3:15])[cH:24][cH:23]1)=[O:21]. Reaction conditions: time 1 hour. Reactants: ClC=1C=C(C=CC1OC1=CC(=CC=C1)OC(F)(F)F)NC=1C2=C(N=CN1)C=CN2CCCNC(CS(=O)(=O)C)=O (N-{3-[4-({3-Chloro-4-[3-(trifluoromethoxy)phenoxy]phenyl}amino)-5H-pyrrolo[3,2-d]pyrimidin-5-yl]propyl}-2-(methylsulfonyl)acetamide), Cl.C(C)N=C=NCCCN(C)C (1-ethyl-3-(3-dimethylaminopropyl)carbodiimide hydrochloride), ClC=1C=C(C=CC1OC1=CC(=CC=C1)OC(F)(F)F)NC=1C2=C(N=CN1)C=CN2CCCNC(CS(=O)(=O)C)=O (N-{3-[4-({3-chloro-4-[3-(trifluoromethoxy)phenoxy]phenyl}amino)-5H-pyrrolo[3,2-d]pyrimidin-5-yl]propyl}-2-(methylsulfonyl)acetamide), Cl.C(C)(=O)OCC (hydrochloric acid ethyl acetate), CS(=O)(=O)CC(=O)O (2-(methylsulfonyl)acetic acid), Example 155 ( iv ), Cl.Cl.NCCCN1C=CC=2N=CN=C(C21)NC2=CC(=C(C=C2)OC2=CC(=CC=C2)OC(F)(F)F)Cl (5-(3-aminopropyl)-N-{3-chloro-4-[3-(trifluoromethoxy)phenoxy]phenyl}-5H-pyrrolo[3,2-d]pyrimidin-4-amine dihydrochloride), O.ON1N=NC2=C1C=CC=C2 (1-hydroxybenzotriazole monohydrate). The solvent is C(C)(=O)OCC (ethyl acetate), CN(C=O)C (N,N-dimethylformamide), C(C)N(CC)CC (triethylamine). Reaction SMILES: [Cl:1][C:2]1[CH:3]=[C:4]([NH:20][C:21]2[C:22]3[N:29]([CH2:30][CH2:31][CH2:32][NH:33][C:34](=[O:40])[CH2:35][S:36]([CH3:39])(=[O:38])=[O:37])[CH:28]=[CH:27][C:23]=3[N:24]=[CH:25][N:26]=2)[CH:5]=[CH:6][C:7]=1[O:8][C:9]1[CH:14]=[CH:13][CH:12]=[C:11]([O:15][C:16]([F:19])([F:18])[F:17])[CH:10]=1.Cl.Cl.NCCCN1C2C(NC3C=CC(OC4C=CC=C(OC(F)(F)F)C=4)=C(Cl)C=3)=NC=NC=2C=C1.CS(CC(O)=O)(=O)=O.Cl.C(N=C=NCCCN(C)C)C.O.ON1C2C=CC=CC=2N=N1.Cl.C(OCC)(=O)C>C(OCC)(=O)C.CN(C)C=O.C(N(CC)CC)C>[ClH:1].[Cl:1][C:2]1[CH:3]=[C:4]([NH:20][C:21]2[C:22]3[N:29]([CH2:30][CH2:31][CH2:32][NH:33][C:34](=[O:40])[CH2:35][S:36]([CH3:39])(=[O:38])=[O:37])[CH:28]=[CH:27][C:23]=3[N:24]=[CH:25][N:26]=2)[CH:5]=[CH:6][C:7]=1[O:8][C:9]1[CH:14]=[CH:13][CH:12]=[C:11]([O:15][C:16]([F:18])([F:19])[F:17])[CH:10]=1 |f:1.2.3,5.6,7.8,9.10,14.15|. Procedure: N-{3-[4-({3-Chloro-4-[3-(trifluoromethoxy)phenoxy]phenyl}amino)-5H-pyrrolo[3,2-d]pyrimidin-5-yl]propyl}-2-(methylsulfonyl)acetamide was obtained by the reaction in the same manner as in Example 155 (iv) using 5-(3-aminopropyl)-N-{3-chloro-4-[3-(trifluoromethoxy)phenoxy]phenyl}-5H-pyrrolo[3,2-d]pyrimidin-4-amine dihydrochloride (170 mg), 2-(methylsulfonyl)acetic acid (85.0 mg), 1-ethyl-3-(3-dimethylaminopropyl)carbodiimide hydrochloride (177 mg), 1-hydroxybenzotriazole monohydrate (141 mg), triet... Product: Cl.ClC=1C=C(C=CC1OC1=CC(=CC=C1)OC(F)(F)F)NC=1C2=C(N=CN1)C=CN2CCCNC(CS(=O)(=O)C)=O (N-{3-[4-({3-chloro-4-[3-(trifluoromethoxy)phenoxy]phenyl}amino)-5H-pyrrolo[3,2-d]pyrimidin-5-yl]propyl}-2-(methylsulfonyl)acetamide hydrochloride). The reactants are [OH-].[Na+] (NaOH), NC1=NC2=CC=C(C=C2C(=C1C#N)O)N1CCN(CC1)CC1=CC=CC=C1 (2-amino-3-cyano-4-hydroxy-6-(4-benzylpiperazin-1-yl)quinoline), P(=O)(Cl)(Cl)Cl (phosphoryl chloride), ice. Conditions: temperature 120 celsius, time 6 hour. Product: NC1=NC2=CC=C(C=C2C(=C1C#N)Cl)N1CCN(CC1)CC1=CC=CC=C1 (2-Amino-3-cyano-4-chloro-6-(4-benzylpiperazin-1-yl)quinoline). As a reaction SMILES: [NH2:1][C:2]1[C:11]([C:12]#[N:13])=[C:10](O)[C:9]2[C:4](=[CH:5][CH:6]=[C:7]([N:15]3[CH2:20][CH2:19][N:18]([CH2:21][C:22]4[CH:27]=[CH:26][CH:25]=[CH:24][CH:23]=4)[CH2:17][CH2:16]3)[CH:8]=2)[N:3]=1.P(Cl)(Cl)([Cl:30])=O.[OH-].[Na+]>>[NH2:1][C:2]1[C:11]([C:12]#[N:13])=[C:10]([Cl:30])[C:9]2[C:4](=[CH:5][CH:6]=[C:7]([N:15]3[CH2:20][CH2:19][N:18]([CH2:21][C:22]4[CH:27]=[CH:26][CH:25]=[CH:24][CH:23]=4)[CH2:17][CH2:16]3)[CH:8]=2)[N:3]=1 |f:2.3|. Procedure: The mixture of 14 g of 2-amino-3-cyano-4-hydroxy-6-(4-benzylpiperazin-1-yl)quinoline and 28 mL of phosphoryl chloride is stirred at 120° C. for 6 hours. The cooled reaction mixture is poured onto 500 g of ice, the pH of the mixture is adjusted to 8 with 10% NaOH solution, and the precipitated material is filtered off. After drying 14.5 g of the title compound is obtained, m.p.: 206° C. RXN SMILES: [S:1]([C:5]1[CH:10]=[CH:9][C:8]([S:11](Cl)(=[O:13])=O)=[CH:7][CH:6]=1)(=[O:4])(=[O:3])[NH2:2].N[C:16]1[CH:17]=[CH:18][CH:19]=[C:20]2[C:24]=1[NH:23][CH:22]=[CH:21]2>>[NH:23]1[C:24]2[C:20](=[CH:19][CH:18]=[CH:17][C:16]=2[NH:2][S:1]([C:5]2[CH:6]=[CH:7][C:8]([SH:11]=[O:13])=[CH:9][CH:10]=2)(=[O:3])=[O:4])[CH:21]=[CH:22]1. The product is N1C=CC2=CC=CC(=C12)NS(=O)(=O)C1=CC=C(C=C1)S=O (N-(1H-indole-7-yl)-4-sulfanoylbenzenesulfonamide). Isolated yield 69.4%. Procedure details: 767 mg (3.0 mmol) of 4-sulfamoylbenzenesulfonyl chloride was reacted with 264 mg (2.0 mmol) of 7-amino-1H-indole and treated, to give 445 mg of N-(1H-indole-7-yl)-4-sulfanoylbenzenesulfonamide. The resulting compound was chlorinated using N-chlorosuccinimide in dichloromethane, to give 349 mg of the title compound. Starting materials: S(N)(=O)(=O)C1=CC=C(C=C1)S(=O)(=O)Cl (4-sulfamoylbenzenesulfonyl chloride), NC=1C=CC=C2C=CNC12 (7-amino-1H-indole). Starting materials: Cl (HCl), FC(C=1C=C(CN(C(=O)OC)CC2=C(C=CC(=C2)C(F)(F)F)C=2C=C(C(=CC2OC)F)C2=C(C=C(C=C2)C(=O)OC)Cl)C=C(C1)C(F)(F)F)(F)F (Methyl 2″-{[[3,5-bis(trifluoromethyl)benzyl](methoxycarbonyl)amino]methyl}-2-chloro-6′-fluoro-4′-methoxy-4″-(trifluoromethyl)-1,1′:3′, 1″-terphenyl-4-carboxylate), O.[OH-].[Li+] (lithium hydroxide monohydrate), O (water). Solvent: O1CCOCC1 (1,4-dioxane), [Cl-].[Na+].O (brine). Product: FC(C=1C=C(CN(C(=O)OC)CC2=C(C=CC(=C2)C(F)(F)F)C=2C=C(C(=CC2OC)F)C2=C(C=C(C=C2)C(=O)O)Cl)C=C(C1)C(F)(F)F)(F)F (2″-{[[3,5-bis(trifluoromethyl)benzyl](methoxycarbonyl)amino]methyl}-2-chloro-6′-fluoro-4′-methoxy-4″-(trifluoromethyl)-1,1′:3′,1″-terphenyl-4-carboxylic acid). As a reaction SMILES: [F:1][C:2]([F:51])([F:50])[C:3]1[CH:4]=[C:5]([CH:43]=[C:44]([C:46]([F:49])([F:48])[F:47])[CH:45]=1)[CH2:6][N:7]([CH2:12][C:13]1[CH:18]=[C:17]([C:19]([F:22])([F:21])[F:20])[CH:16]=[CH:15][C:14]=1[C:23]1[CH:24]=[C:25]([C:32]2[CH:37]=[CH:36][C:35]([C:38]([O:40]C)=[O:39])=[CH:34][C:33]=2[Cl:42])[C:26]([F:31])=[CH:27][C:28]=1[O:29][CH3:30])[C:8]([O:10][CH3:11])=[O:9].O.[OH-].[Li+].O.Cl>[Cl-].[Na+].O.O1CCOCC1>[F:49][C:46]([F:47])([F:48])[C:44]1[CH:43]=[C:5]([CH:4]=[C:3]([C:2]([F:1])([F:50])[F:51])[CH:45]=1)[CH2:6][N:7]([CH2:12][C:13]1[CH:18]=[C:17]([C:19]([F:20])([F:21])[F:22])[CH:16]=[CH:15][C:14]=1[C:23]1[CH:24]=[C:25]([C:32]2[CH:37]=[CH:36][C:35]([C:38]([OH:40])=[O:39])=[CH:34][C:33]=2[Cl:42])[C:26]([F:31])=[CH:27][C:28]=1[O:29][CH3:30])[C:8]([O:10][CH3:11])=[O:9] |f:1.2.3,6.7.8|. Procedure details: Methyl 2″-{[[3,5-bis(trifluoromethyl)benzyl](methoxycarbonyl)amino]methyl}-2-chloro-6′-fluoro-4′-methoxy-4″-(trifluoromethyl)-1,1′:3′, 1″-terphenyl-4-carboxylate (34.7 mg, 0.0486 mmol), lithium hydroxide monohydrate (10 mg, 0.238 mmol), water (0.4 mL) and 1,4-dioxane (1 mL) were stirred at room temperature for 5.5 hours to complete the reaction. Crude mixture was acidified by HCl (aq, 1N, 6 mL). The resulting mixture was worked up with brine and extracted with ethyl acetate. The combined extract... Reactants: C1(=CC=CC=C1)C1=CC(=NC=C1)CO (4-phenyl-2-pyridinemethanol), Cl (hydrogen chloride). The solvent is CCOCC (ether). Conditions: time 0.5 hour. Yields the product Cl.ClCC1=NC=CC(=C1)C1=CC=CC=C1 (2-(Chloromethyl)-4-phenylpyridine hydrochloride). RXN SMILES: [C:1]1([C:7]2[CH:12]=[CH:11][N:10]=[C:9]([CH2:13]O)[CH:8]=2)[CH:6]=[CH:5][CH:4]=[CH:3][CH:2]=1.[ClH:15]>CCOCC>[ClH:15].[Cl:15][CH2:13][C:9]1[CH:8]=[C:7]([C:1]2[CH:6]=[CH:5][CH:4]=[CH:3][CH:2]=2)[CH:12]=[CH:11][N:10]=1 |f:3.4|. Reported procedure: A solution of 4-phenyl-2-pyridinemethanol (1.57 g) in ether (5 ml) was treated with ethereal hydrogen chloride (ca 5 ml). The resulting solid was filtered off and added to redistilled thionylchloride (7.5 ml) at ca 0°. The brown solution was stirred at ca 0° for 2 h and at 22° for 0.5 h. Ether (100 ml) was added and the resulting solid was filtered off to give the title compound as a solid (1.81 g). T.l.c. Silica (Dichloromethane, ethanol and ammonia 200:8:1) Rf 0.7.